Task: describe an organic reaction: reactants, conditions, products, and yield. Dataset: the Open Reaction Database (ORD), a public repository of structured organic reaction records Starting materials: CC=1OC(=CC(C1)=C(C#N)C#N)C (2-(2,6-dimethyl-4H-pyran-4-ylidene) malononitrile), C(C)(C)(C)OC(=O)N(C1=C(C=C(C=C1)C=O)OC)CC1=CC=C(C=C1)NC(OC(C)(C)C)=O (tert-butyl 4-(((tert-butyloxycarbonyl)(4-formyl-2-methoxyphenyl)amino)methyl)phenylcarbamate), N1CCCCC1 (Piperidine). Run in CCO (EtOH). Conditions: temperature 80 celsius, time 6 hour. Yields the product NC1=CC=C(CNC2=C(C=C(/C=C/C=3OC(=CC(C3)=C(C#N)C#N)C)C=C2)OC)C=C1 ((E)-2-(2-(4-(4-aminobenzylamino)-3-methoxystyryl)-6-methyl-4H-pyran-4-ylidene)malononitrile). As a reaction SMILES: [CH3:1][C:2]1[O:3][C:4]([CH3:13])=[CH:5][C:6](=[C:8]([C:11]#[N:12])[C:9]#[N:10])[CH:7]=1.C(OC([N:21]([CH2:32][C:33]1[CH:38]=[CH:37][C:36]([NH:39]C(=O)OC(C)(C)C)=[CH:35][CH:34]=1)[C:22]1[CH:27]=[CH:26][C:25]([CH:28]=O)=[CH:24][C:23]=1[O:30][CH3:31])=O)(C)(C)C.N1CCCCC1>CCO>[NH2:39][C:36]1[CH:37]=[CH:38][C:33]([CH2:32][NH:21][C:22]2[CH:27]=[CH:26][C:25](/[CH:28]=[CH:13]/[C:4]3[O:3][C:2]([CH3:1])=[CH:7][C:6](=[C:8]([C:11]#[N:12])[C:9]#[N:10])[CH:5]=3)=[CH:24][C:23]=2[O:30][CH3:31])=[CH:34][CH:35]=1. Reported procedure: A mixture of 2-(2,6-dimethyl-4H-pyran-4-ylidene) malononitrile (1, 16.5 mg, 96 μmol) and aldehyde 2d (34.9 mg, 76.5 μmol) were dissolved in anhydrous EtOH (0.5 ml) at 65 C. Piperidine (1 μl) was added and the mixture was stirred at 80° C. for 6 hrs. The solvent was removed with a stream of N2 and the crude mixture was purified by reverse phase HPLC using water/acetonitrile 40-100% gradient. Yield: 8.1 mg (17.4%). LCMS: m/z 611 (M+H+), 623 (M+Na+). H-NMR (400 MHz, CD2Cl2): 7.45 (1H, d, J=16 Hz) 7... Starting materials: Cc1ccccc1, Nc1ccnc(Cl)c1, [Na+], [Na+], O=C([O-])[O-], OB(O)c1ccccc1, c1ccc(P(c2ccccc2)(c2ccccc2)[Pd](P(c2ccccc2)(c2ccccc2)c2ccccc2)(P(c2ccccc2)(c2ccccc2)c2ccccc2)P(c2ccccc2)(c2ccccc2)c2ccccc2)cc1. The product is Nc1ccnc(-c2ccccc2)c1. RXN SMILES: [CH3:24][c:25]1[cH:26][cH:27][cH:28][cH:29][cH:30]1.[Cl:1][c:2]1[n:3][cH:4][cH:5][c:6]([NH2:8])[cH:7]1.[Na+:18].[Na+:19].[O-:20][C:21](=[O:22])[O-:23].[OH:9][B:10]([OH:11])[c:12]1[cH:13][cH:14][cH:15][cH:16][cH:17]1.[cH:31]1[cH:32][cH:33][c:34]([P:35]([Pd:36]([P:37]([c:38]2[cH:39][cH:40][cH:41][cH:42][cH:43]2)([c:44]2[cH:45][cH:46][cH:47][cH:48][cH:49]2)[c:50]2[cH:51][cH:52][cH:53][cH:54][cH:55]2)([P:56]([c:57]2[cH:58][cH:59][cH:60][cH:61][cH:62]2)([c:63]2[cH:64][cH:65][cH:66][cH:67][cH:68]2)[c:69]2[cH:70][cH:71][cH:72][cH:73][cH:74]2)[P:75]([c:76]2[cH:77][cH:78][cH:79][cH:80][cH:81]2)([c:82]2[cH:83][cH:84][cH:85][cH:86][cH:87]2)[c:88]2[cH:89][cH:90][cH:91][cH:92][cH:93]2)([c:94]2[cH:95][cH:96][cH:97][cH:98][cH:99]2)[c:100]2[cH:101][cH:102][cH:103][cH:104][cH:105]2)[cH:106][cH:107]1>>[c:2]1(-[c:12]2[cH:13][cH:14][cH:15][cH:16][cH:17]2)[n:3][cH:4][cH:5][c:6]([NH2:8])[cH:7]1. Product: CCOc1ccc2c(c1)CCC(O)C2. The reactants are [BH4-], CCOc1ccc2c(c1)CCC(=O)C2, CCO, [Na+], [Na+], [OH-]. As a reaction SMILES: [BH4-:1].[CH2:3]([CH3:4])[O:5][c:6]1[cH:7][c:8]2[c:13]([cH:14][cH:15]1)[CH2:12][C:11](=[O:16])[CH2:10][CH2:9]2.[CH3:17][CH2:18][OH:19].[Na+:21].[Na+:2].[OH-:20]>>[CH2:3]([CH3:4])[O:5][c:6]1[cH:7][c:8]2[c:13]([cH:14][cH:15]1)[CH2:12][CH:11]([OH:16])[CH2:10][CH2:9]2. Reactants: CCOC(=O)C1(C)CN(C(=O)OCc2ccccc2)CC1OC, CCO, [Na+], [OH-], O. Product: COC1CN(C(=O)OCc2ccccc2)CC1(C)C(=O)O. As a reaction SMILES: [CH2:1]([c:2]1[cH:3][cH:4][cH:5][cH:6][cH:7]1)[O:8][C:9](=[O:10])[N:11]1[CH2:12][C:13]([C:18](=[O:19])[O:20][CH2:21][CH3:22])([CH3:23])[CH:14]([O:16][CH3:17])[CH2:15]1.[CH3:27][CH2:28][OH:29].[Na+:25].[OH-:24].[OH2:26]>>[CH2:1]([c:2]1[cH:3][cH:4][cH:5][cH:6][cH:7]1)[O:8][C:9](=[O:10])[N:11]1[CH2:12][C:13]([C:18](=[O:19])[OH:20])([CH3:23])[CH:14]([O:16][CH3:17])[CH2:15]1. Starting materials: BrC1=CC(=C(C(=C1)F)NC(=O)NNC(C[C@H]1CN(CC1)C(=O)C1CC1)=O)F (N-(4-bromo-2,6-difluorophenyl)-2-{[(3S)-1-(cyclopropylcarbonyl)-3-pyrrolidinyl]acetyl}hydrazinecarboxamide), C([O-])([O-])=O.[K+].[K+] (potassium carbonate). Run in O (water). Reaction conditions: temperature 115 celsius. The product is BrC1=CC(=C(C(=C1)F)N1C(NN=C1C[C@H]1CN(CC1)C(=O)C1CC1)=O)F (4-(4-bromo-2,6-difluorophenyl)-5-{[(3S)-1-(cyclopropylcarbonyl)-3-pyrrolidinyl]methyl}-2,4-dihydro-3H-1,2,4-triazol-3-one). Isolated yield 13.1%. Reaction SMILES: [Br:1][C:2]1[CH:7]=[C:6]([F:8])[C:5]([NH:9][C:10]([NH:12][NH:13][C:14](=O)[CH2:15][C@@H:16]2[CH2:20][CH2:19][N:18]([C:21]([CH:23]3[CH2:25][CH2:24]3)=[O:22])[CH2:17]2)=[O:11])=[C:4]([F:27])[CH:3]=1.C(=O)([O-])[O-].[K+].[K+]>O>[Br:1][C:2]1[CH:7]=[C:6]([F:8])[C:5]([N:9]2[C:14]([CH2:15][C@@H:16]3[CH2:20][CH2:19][N:18]([C:21]([CH:23]4[CH2:25][CH2:24]4)=[O:22])[CH2:17]3)=[N:13][NH:12][C:10]2=[O:11])=[C:4]([F:27])[CH:3]=1 |f:1.2.3|. Procedure details: To a round bottom flask, N-(4-bromo-2,6-difluorophenyl)-2-{[(3S)-1-(cyclopropylcarbonyl)-3-pyrrolidinyl]acetyl}hydrazinecarboxamide (2860 mg, 6.42 mmol) and potassium carbonate (4000 mg, 28.9 mmol) were added and suspended in water (200 mL). The mixture was refluxed for 16 h at 115° C. Analysis by LCMS indicated consumption of starting material and formation of desired product and by-products related to the starting material. The solution was neutralized to pH=7 with 1N aq HCl and 150 mL of ethy... The reactants are [OH-].[NH4+] (ammonium hydroxide), OC1=C(C(C1=O)=O)O (1,2-dihydroxy-1-cyclobutene-3,4-dione), C1(=CC=CC=C1)C (toluene). Run in CO (methanol), C(CCC)O (1-butanol), C(CCC)O (1-butanol), O (water), O (water). Reaction conditions: time 2 hour. The product is NC1=C(C(C1=O)=O)OCCCC (1-Amino-2-butoxy-1-cyclobutene-3,4-dione). Yield: 88.0%. Reaction SMILES: O[C:2]1[C:5](=[O:6])[C:4](=[O:7])[C:3]=1[OH:8].[C:9]1(C)C=C[CH:12]=[CH:11][CH:10]=1.[OH-].[NH4+:17]>CO.C(O)CCC.O>[NH2:17][C:2]1[C:5](=[O:6])[C:4](=[O:7])[C:3]=1[O:8][CH2:9][CH2:10][CH2:11][CH3:12] |f:2.3|. Procedure details: Preparation C: In a 5-Liter flask equipped with stirrer and nitrogen inlet/outlet tubes was placed 1,2-dihydroxy-1-cyclobutene-3,4-dione (400.0 g, 3.506 moles), 1-butanol (1.2 L) and toluene (800 mL). The mixture was stirred and heated under reflux with a Dean-Stark water trap until water stopped passing over (136 mL water collected, about 5.5 hours). The clear reaction mixture was heated under reflux for a further one hour, then cooled under nitrogen to 0°-5° C. The cooled stirred solution was ... The reactants are C(C(=C)C)(=O)OCC1OC(OC1)=O ((2-oxo-1,3-dioxolan-4-yl)-methyl methacrylate), C(C=C)(=O)O.C=CC1=CC=CC=C1.C(C(=C)C)(=O)OC.C(C(=C)C)(=O)OCCO (acrylic acid styrene methyl methacrylate hydroxyethyl methacrylate). The product is C(C(=C)C)(=O)OCC1OC(OC1)=O.C(C(=C)C)(=O)OCCCCCCCCCCCC.C(C(=C)C)(=O)OCCOCC.C=CC1=CC=CC=C1 ((2-oxo-1,3-dioxolan-4-yl)-methyl methacrylate lauryl methacrylate 2-ethoxyethyl methacrylate styrene). Reaction SMILES: [C:1]([O:6][CH2:7][CH:8]1[CH2:12][O:11][C:10](=[O:13])[O:9]1)(=[O:5])[C:2]([CH3:4])=[CH2:3].[C:14](O)(=O)[CH:15]=[CH2:16].[CH2:19]=[CH:20][C:21]1[CH:26]=[CH:25][CH:24]=[CH:23][CH:22]=1.[C:27]([O:32][CH3:33])(=[O:31])[C:28]([CH3:30])=[CH2:29].[C:34]([O:39][CH2:40][CH2:41][OH:42])(=[O:38])[C:35]([CH3:37])=[CH2:36]>>[C:1]([O:6][CH2:7][CH:8]1[CH2:12][O:11][C:10](=[O:13])[O:9]1)(=[O:5])[C:2]([CH3:4])=[CH2:3].[C:27]([O:32][CH2:33][CH2:14][CH2:15][CH2:16][CH2:22][CH2:23][CH2:24][CH2:25][CH2:26][CH2:21][CH2:20][CH3:19])(=[O:31])[C:28]([CH3:30])=[CH2:29].[C:34]([O:39][CH2:40][CH2:41][O:42][CH2:1][CH3:2])(=[O:38])[C:35]([CH3:37])=[CH2:36].[CH2:19]=[CH:20][C:21]1[CH:26]=[CH:25][CH:24]=[CH:23][CH:22]=1 |f:1.2.3.4,5.6.7.8|. Procedure: (2-oxo-1,3-dioxolan-4-yl)-methyl methacrylate/reaction product of "Cadura" E 10 and acrylic acid/styrene/methyl methacrylate/hydroxyethyl methacrylate;